Dataset: the Open Reaction Database (ORD), a public repository of structured organic reaction records. Task: describe an organic reaction: reactants, conditions, products, and yield Starting materials: ClCCCC#CCC(OC)C=1OC=CC1 (7-chloro-1-(2-furyl)-1-methoxy-3-heptyne), [C-]#N.[Na+] (sodium cyanide). Solvent: CN(P(N(C)C)(N(C)C)=O)C (hexamethylphosphoric triamide). Conditions: temperature 25 celsius. Yields the product C(#N)CCCC#CCC(OC)C=1OC=CC1 (7-Cyano-1-(2-furyl)-1-methoxy-3-heptyne). Yield: 88.1%. Reaction SMILES: Cl[CH2:2][CH2:3][CH2:4][C:5]#[C:6][CH2:7][CH:8]([C:11]1[O:12][CH:13]=[CH:14][CH:15]=1)[O:9][CH3:10].[C-:16]#[N:17].[Na+]>CN(C)P(=O)(N(C)C)N(C)C>[C:16]([CH2:2][CH2:3][CH2:4][C:5]#[C:6][CH2:7][CH:8]([C:11]1[O:12][CH:13]=[CH:14][CH:15]=1)[O:9][CH3:10])#[N:17] |f:1.2|. Reported procedure: A stirred mixture of 0.45 g of 7-chloro-1-(2-furyl)-1-methoxy-3-heptyne, 0.20 g of sodium cyanide, and 4.0 ml of hexamethylphosphoric triamide was maintained at 25° C. for 22 hours. The mixture was partitioned with water and 1:1 hexaneether. The organic layer was washed with water and brine, dried and concentrated. The resulting oil was distilled at 0.30 mm on a Kugelrohr at 105°-110° C., giving 0.38 g of the desired compound as an oil; PMR δ 2.36 (2H, t, CH2CN). Starting materials: C(=O)(O)C1=CC(=C(C=C1)CCC(=O)OC)[N+](=O)[O-] (methyl 3-(4-carboxy-2nitrophenyl)propionate), CO.[OH-].[Na+] (sodium hydroxide methanol). Reagents/catalysts: [Pd] (Pd-C). Solvent: CO (methanol). The product is C(=O)(O)C1=CC=C2CCC(NC2=C1)=O (7-carboxy-3,4-dihydrocarbostyril). RXN SMILES: [C:1]([C:4]1[CH:9]=[CH:8][C:7]([CH2:10][CH2:11][C:12](OC)=[O:13])=[C:6]([N+:16]([O-])=O)[CH:5]=1)([OH:3])=[O:2].CO.[OH-].[Na+]>[Pd].CO>[C:1]([C:4]1[CH:5]=[C:6]2[C:7]([CH2:10][CH2:11][C:12](=[O:13])[NH:16]2)=[CH:8][CH:9]=1)([OH:3])=[O:2] |f:1.2.3|. Procedure: 5 Grams of methyl 3-(4-carboxy-2nitrophenyl)propionate, 8.87 ml of 2.226N-sodium hydroxide methanol solution, 100 ml of methanol and 1 g of 5%-Pd-C (50% in water) were well mixed together and this mixture was catalytically reduced at a normal temperature under a normal pressure. Then the catalyst was removed from the reaction mixture by filtration, and the pH of the filtrate was adjusted to about pH=1 by adding concentrated hydrochloric acid. The precipitated crystals were collected by filtratio...